This data is from the Open Reaction Database (ORD), a public repository of structured organic reaction records. The task is: describe an organic reaction: reactants, conditions, products, and yield Reactants: Nc1ccc(Br)nc1, [Cl-], O=C(O)C1(c2ccc3c(c2)OCO3)CC1, CN(C)C=O, O=S(Cl)Cl, c1ccncc1. Yields the product O=C(Nc1ccc(Br)nc1)C1(c2ccc3c(c2)OCO3)CC1. As a reaction SMILES: [Br:21][c:22]1[cH:23][cH:24][c:25]([NH2:28])[cH:26][n:27]1.[Cl-:20].[O:1]1[CH2:2][O:3][c:4]2[c:5]1[cH:6][cH:7][c:8]([C:10]1([C:13](=[O:14])[OH:15])[CH2:11][CH2:12]1)[cH:9]2.[O:35]=[CH:36][N:37]([CH3:38])[CH3:39].[S:16]([Cl:17])([Cl:18])=[O:19].[cH:29]1[cH:30][cH:31][n:32][cH:33][cH:34]1>>[O:1]1[CH2:2][O:3][c:4]2[c:5]1[cH:6][cH:7][c:8]([C:10]1([C:13](=[O:15])[NH:28][c:25]3[cH:24][cH:23][c:22]([Br:21])[n:27][cH:26]3)[CH2:11][CH2:12]1)[cH:9]2. Reactants: CC1(c2cccc(Br)c2)COC(C)(C(F)(F)F)C(=S)N1, CC(C)(C)OO, C1CCOC1, [K+], [K+], [NH4+], [Na+], [Na+], O=C([O-])[O-], [OH-], O, O=S([O-])S(=O)(=O)[O-]. The product is CC1(c2cccc(Br)c2)COC(C)(C(F)(F)F)C(N)=N1. Reaction SMILES: [Br:1][c:2]1[cH:3][c:4]([C:8]2([CH3:20])[NH:9][C:10](=[S:19])[C:11]([C:14]([F:15])([F:16])[F:17])([CH3:18])[O:12][CH2:13]2)[cH:5][cH:6][cH:7]1.[C:23]([O:24][OH:25])([CH3:26])([CH3:27])[CH3:28].[CH2:44]1[O:45][CH2:46][CH2:47][CH2:48]1.[K+:38].[K+:39].[NH4+:22].[Na+:36].[Na+:37].[O-:40][C:41]([O-:42])=[O:43].[OH-:21].[OH2:49].[S:29]([S:30]([O-:31])=[O:32])([O-:33])(=[O:34])=[O:35]>>[Br:1][c:2]1[cH:3][c:4]([C:8]2([CH3:20])[N:9]=[C:10]([NH2:22])[C:11]([C:14]([F:15])([F:16])[F:17])([CH3:18])[O:12][CH2:13]2)[cH:5][cH:6][cH:7]1. RXN SMILES: [CH2:38]1[O:39][CH2:40][CH2:41][CH2:42]1.[CH3:1][O:2][C:3](=[O:4])[c:5]1[cH:6][cH:7][c:8]2[c:9]([cH:10][c:11]([C:13]([CH2:14][CH3:15])([c:16]3[cH:17][c:18]([CH3:30])[c:19]([O:22][CH2:23][CH:24]([C:25]([CH3:26])([CH3:27])[CH3:28])[OH:29])[cH:20][cH:21]3)[CH2:31][CH3:32])[o:12]2)[cH:33]1.[CH3:36][OH:37].[Na+:35].[OH-:34]>>[O:2]=[C:3]([OH:4])[c:5]1[cH:6][cH:7][c:8]2[c:9]([cH:10][c:11]([C:13]([CH2:14][CH3:15])([c:16]3[cH:17][c:18]([CH3:30])[c:19]([O:22][CH2:23][CH:24]([C:25]([CH3:26])([CH3:27])[CH3:28])[OH:29])[cH:20][cH:21]3)[CH2:31][CH3:32])[o:12]2)[cH:33]1. Yields the product CCC(CC)(c1ccc(OCC(O)C(C)(C)C)c(C)c1)c1cc2cc(C(=O)O)ccc2o1. Reactants: C1CCOC1, CCC(CC)(c1ccc(OCC(O)C(C)(C)C)c(C)c1)c1cc2cc(C(=O)OC)ccc2o1, CO, [Na+], [OH-]. Reactants: YS2, O=C[C@H](O)[C@@H](O)[C@H](O)[C@H](O)CO (glucose), S(=O)(=O)([O-])[O-].[NH4+].[NH4+] (ammonium sulfate). Product: [C@@H]1([C@@H]([C@@H]([C@@H]([C@H]([C@@H]1O)O)O)O)O)O (inositol). Reaction SMILES: [O:1]=[CH:2][C@@H:3]([C@H:5]([C@@H:7]([C@@H:9]([CH2:11][OH:12])[OH:10])[OH:8])[OH:6])[OH:4].S([O-])([O-])(=O)=O.[NH4+].[NH4+]>>[C@@H:11]1([OH:12])[C@@H:2]([OH:1])[C@H:3]([OH:4])[C@@H:5]([OH:6])[C@@H:7]([OH:8])[C@H:9]1[OH:10] |f:1.2.3|. Procedure details: The results on batch culture behavior of the YS2 strain in a balanced synthetic nutrient medium containing 50 g/l of glucose are presented in FIG. 2 and Table 2. The ammonium sulfate concentration was 10 g/l. FIG. 2 illustrates glucose concentration 10 (g/l, left vertical axis), cell mass level 20 (g/l, left vertical axis), ethanol concentration 30 (g/l, left vertical axis), and inositol concentration 40 (g/l, right vertical axis) over time (hours, horizontal axis). Once again, two phases of mic...